Dataset: the Open Reaction Database (ORD), a public repository of structured organic reaction records. Task: describe an organic reaction: reactants, conditions, products, and yield The reactants are C=CC(=O)OC, O=C(c1ccc(F)cc1)C1CCN(CCn2c(=O)[nH]c3cscc3c2=O)CC1. Product: COC(=O)CCn1c(=O)n(CCN2CCC(C(=O)c3ccc(F)cc3)CC2)c(=O)c2cscc21. As a reaction SMILES: [C:29]([CH:30]=[CH2:31])(=[O:32])[O:33][CH3:34].[F:1][c:2]1[cH:3][cH:4][c:5]([C:6](=[O:7])[CH:8]2[CH2:9][CH2:10][N:11]([CH2:14][CH2:15][n:16]3[c:17](=[O:26])[nH:18][c:19]4[c:20]([c:21]3=[O:22])[cH:23][s:24][cH:25]4)[CH2:12][CH2:13]2)[cH:27][cH:28]1>>[F:1][c:2]1[cH:3][cH:4][c:5]([C:6](=[O:7])[CH:8]2[CH2:9][CH2:10][N:11]([CH2:14][CH2:15][n:16]3[c:17](=[O:26])[n:18]([CH2:31][CH2:30][C:29](=[O:32])[O:33][CH3:34])[c:19]4[c:20]([c:21]3=[O:22])[cH:23][s:24][cH:25]4)[CH2:12][CH2:13]2)[cH:27][cH:28]1. Starting materials: C(C)(=O)C=1C(=NC(=NC1C)C1=CC=CC=C1)C1=CC(=CC=C1)[N+](=O)[O-] (5-acetyl-6-methyl-4-(3-nitrophenyl)-2-phenylpyrimidine), [BH4-].[Na+] (sodium borohydride). Solvent: CO (methanol). Conditions: time 4 hour. Yields the product OC(C)C=1C(=NC(=NC1C)C1=CC=CC=C1)C1=CC(=CC=C1)[N+](=O)[O-] (5-(1-hydroxyethyl)-6-methyl-4-(3-nitrophenyl)-2-phenylpyrimidine). Yield: 76.2%. RXN SMILES: [C:1]([C:4]1[C:5]([C:17]2[CH:22]=[CH:21][CH:20]=[C:19]([N+:23]([O-:25])=[O:24])[CH:18]=2)=[N:6][C:7]([C:11]2[CH:16]=[CH:15][CH:14]=[CH:13][CH:12]=2)=[N:8][C:9]=1[CH3:10])(=[O:3])[CH3:2].[BH4-].[Na+]>CO>[OH:3][CH:1]([C:4]1[C:5]([C:17]2[CH:22]=[CH:21][CH:20]=[C:19]([N+:23]([O-:25])=[O:24])[CH:18]=2)=[N:6][C:7]([C:11]2[CH:12]=[CH:13][CH:14]=[CH:15][CH:16]=2)=[N:8][C:9]=1[CH3:10])[CH3:2] |f:1.2|. Reported procedure: A mixture of 5-acetyl-6-methyl-4-(3-nitrophenyl)-2-phenylpyrimidine (3 g) and sodium borohydride (0.34 g) in methanol (110 ml) was stirred at room temperature for 4 hours. The reaction mixture was evaporated in vacuo and the residue was poured into a mixture of ethyl acetate and water. The separated organic layer was dried over magnesium sulfate and evaporated in vacuo. The crystalline residue was recrystallized from a mixture of n-hexane and diethyl ether to give a 5-(1-hydroxyethyl)-6-methyl-4... Reactants: CCCCCCCCc1ccc(C2CCC(=O)C2)cc1, CC(=O)[O-], CCO, CO, [NH4+], O=C(O)CC(=O)O. The product is CCCCCCCCc1ccc(C2CCC(N)(CC(=O)O)C2)cc1. As a reaction SMILES: [CH2:1]([CH2:2][CH2:3][CH2:4][CH2:5][CH2:6][CH2:7][CH3:8])[c:9]1[cH:10][cH:11][c:12]([CH:15]2[CH2:16][C:17](=[O:20])[CH2:18][CH2:19]2)[cH:13][cH:14]1.[CH3:29][C:30](=[O:31])[O-:32].[CH3:33][CH2:34][OH:35].[CH3:36][OH:37].[NH4+:28].[OH:21][C:22](=[O:23])[CH2:24][C:25](=[O:26])[OH:27]>>[CH2:1]([CH2:2][CH2:3][CH2:4][CH2:5][CH2:6][CH2:7][CH3:8])[c:9]1[cH:10][cH:11][c:12]([CH:15]2[CH2:16][C:17]([CH2:24][C:22]([OH:21])=[O:23])([NH2:28])[CH2:18][CH2:19]2)[cH:13][cH:14]1. The reactants are Br, OCCC1CCC(c2cc(F)c(F)c(F)c2)CC1, O. Product: Fc1cc(C2CCC(CCBr)CC2)cc(F)c1F. RXN SMILES: [BrH:19].[F:1][c:2]1[cH:3][c:4]([CH:10]2[CH2:11][CH2:12][CH:13]([CH2:16][CH2:17][OH:18])[CH2:14][CH2:15]2)[cH:5][c:6]([F:9])[c:7]1[F:8].[OH2:20]>>[F:1][c:2]1[cH:3][c:4]([CH:10]2[CH2:11][CH2:12][CH:13]([CH2:16][CH2:17][Br:19])[CH2:14][CH2:15]2)[cH:5][c:6]([F:9])[c:7]1[F:8].